This data is from the Open Reaction Database (ORD), a public repository of structured organic reaction records. The task is: describe an organic reaction: reactants, conditions, products, and yield Reactants: [BH3-]C#N, Cl, O=Cc1ccc(OCc2cccc(F)c2)cc1, CC(N)C(N)=O, [Na+]. Yields the product CC(NCc1ccc(OCc2cccc(F)c2)cc1)C(N)=O. RXN SMILES: [C:25]([BH3-:26])#[N:27].[ClH:18].[F:1][c:2]1[cH:3][c:4]([CH2:5][O:6][c:7]2[cH:8][cH:9][c:10]([CH:11]=[O:12])[cH:13][cH:14]2)[cH:15][cH:16][cH:17]1.[NH2:19][CH:20]([CH3:21])[C:22](=[O:23])[NH2:24].[Na+:28]>>[F:1][c:2]1[cH:3][c:4]([CH2:5][O:6][c:7]2[cH:8][cH:9][c:10]([CH2:11][NH:19][CH:20]([CH3:21])[C:22](=[O:23])[NH2:24])[cH:13][cH:14]2)[cH:15][cH:16][cH:17]1.